Dataset: the Open Reaction Database (ORD), a public repository of structured organic reaction records. Task: describe an organic reaction: reactants, conditions, products, and yield Starting materials: C1(CCCCC1)C1=NN(C(N(C2=C1C=CC=C2)CC(C(C)(C)C)=O)=O)CC(=O)O ([5-cyclohexyl-1-(3,3-dimethyl-2-oxo-butyl)-2-oxo-1,2-dihydro-3H-1,3,4-benzotriazepin-3-yl]-acetic acid), NC1=C(C=CC=C1)C(=O)C1=NC=CC=C1 ((2-amino-phenyl)-pyridin-2-yl-methanone), NC1=C(C=CC=C1)C(=O)C1CCCCC1 ((2-amino-phenyl)-cyclohexyl-methanone). Product: CC(C(CN1C(N(N=C(C2=C1C=CC=C2)C2=NC=CC=C2)CC(=O)O)=O)=O)(C)C ([1-(3,3-Dimethyl-2-oxo-butyl)-2-oxo-5-pyridin-2-yl-1,2-dihydro-3H-1,3,4-benzotriazepin-3-yl]-acetic acid). Reaction SMILES: [CH:1]1([C:7]2[C:13]3[CH:14]=[CH:15][CH:16]=[CH:17][C:12]=3[N:11]([CH2:18][C:19](=[O:24])[C:20]([CH3:23])([CH3:22])[CH3:21])[C:10](=[O:25])[N:9]([CH2:26][C:27]([OH:29])=[O:28])[N:8]=2)C[CH2:5][CH2:4][CH2:3][CH2:2]1.[NH2:30]C1C=CC=CC=1C(C1C=CC=CN=1)=O.NC1C=CC=CC=1C(C1CCCCC1)=O>>[CH3:22][C:20]([CH3:21])([CH3:23])[C:19](=[O:24])[CH2:18][N:11]1[C:12]2[CH:17]=[CH:16][CH:15]=[CH:14][C:13]=2[C:7]([C:1]2[CH:2]=[CH:3][CH:4]=[CH:5][N:30]=2)=[N:8][N:9]([CH2:26][C:27]([OH:29])=[O:28])[C:10]1=[O:25]. Procedure: [1-(3,3-Dimethyl-2-oxo-butyl)-2-oxo-5-pyridin-2-yl-1,2-dihydro-3H-1,3,4-benzotriazepin-3-yl]-acetic acid was prepared using steps a-d of the method employed in the preparation of [5-cyclohexyl-1-(3,3-dimethyl-2-oxo-butyl)-2-oxo-1,2-dihydro-3H-1,3,4-benzotriazepin-3-yl]-acetic acid (Example 1, step d), except that (2-amino-phenyl)-pyridin-2-yl-methanone (G. Semple, et. al. Synth. Commun., (1996), 26, 721) was used in step a instead of (2-amino-phenyl)-cyclohexyl-methanone. 1H NMR (DMSO-d6) 12.50 ...